From a dataset of the Open Reaction Database (ORD), a public repository of structured organic reaction records. describe an organic reaction: reactants, conditions, products, and yield Yield: 70.0%. Reactants: NS(=O)(=O)C1=CC=C(C=C1)N1N=C(C=C1C1=CC=C(C=C1)Cl)C(=O)OC (Methyl [1-(4-aminosulfonylphenyl)-5-(4-chlorophenyl)-1H-pyrazole-3-yl]carboxylate), C(C)O (ethanol), CC[O-].[Na+].CCO (NaOEt EtOH). The solvent is O (water). Procedure details: Methyl [1-(4-aminosulfonylphenyl)-5-(4-chlorophenyl)-1H-pyrazole-3-yl]carboxylate (Example 85) (0.10 g) was dissolved in, absolute ethanol (10 mL and a catalytic amount of 21% NaOEt/EtOH was added. The reaction was stirred without temperature control for 72 hours, then water (10 mL) was added. The product crystallized, the suspension was cooled to 0° C. and held for 30 minutes. The product was filtered, washed with water (5 mL) and dried to yield 0.071 g (70%) of a white solid: Mass Spectrum: MH... Conditions: temperature 0 celsius, time 72 hour. Product: NS(=O)(=O)C1=CC=C(C=C1)N1N=C(C=C1C1=CC=C(C=C1)Cl)C(=O)OCC (Ethyl [1-(4-Aminosulfonylphenyl)-5-(4-chlorophenyl)-1H-pyrazole-3-yl]carboxylate). RXN SMILES: [NH2:1][S:2]([C:5]1[CH:10]=[CH:9][C:8]([N:11]2[C:15]([C:16]3[CH:21]=[CH:20][C:19]([Cl:22])=[CH:18][CH:17]=3)=[CH:14][C:13]([C:23]([O:25][CH3:26])=[O:24])=[N:12]2)=[CH:7][CH:6]=1)(=[O:4])=[O:3].[CH2:27](O)C.CC[O-].[Na+].CCO>O>[NH2:1][S:2]([C:5]1[CH:10]=[CH:9][C:8]([N:11]2[C:15]([C:16]3[CH:21]=[CH:20][C:19]([Cl:22])=[CH:18][CH:17]=3)=[CH:14][C:13]([C:23]([O:25][CH2:26][CH3:27])=[O:24])=[N:12]2)=[CH:7][CH:6]=1)(=[O:4])=[O:3] |f:2.3.4|. Reactants: C(C)(=O)NC=1N=C(C2=C(N1)N=CC(=C2)C(=CC2=CC=C(C(=O)N[C@@H](CCC(=O)OCC)C(=O)OCC)C=C2)C)O (diethyl N-(4-[2-(2-acetamido-4-hydroxypyrido[2,3-d]pyrimidin-6-yl)prop-1-enyl]benzoyl)-L-glutamate), [H][H] (hydrogen), FC(C(=O)O)(F)F (trifluoroacetic acid). The reagents and catalysts are [Pd] (Pd/C). Yields the product C(C)(=O)NC=1N=C(C2=C(N1)NCC(C2)CC(C)C2=CC=C(C(=O)N[C@@H](CCC(=O)OCC)C(=O)OCC)C=C2)O (Diethyl N-(4-[1-(2-acetamido-4-hydroxy-5,6,7,8-tetrahydropyrido[2,3-d]pyrimidin-6-yl)prop-2-yl]benzoyl)-L-glutamate). RXN SMILES: [C:1]([NH:4][C:5]1[N:6]=[C:7]([OH:40])[C:8]2[CH:14]=[C:13]([C:15](C)=[CH:16][C:17]3[CH:38]=[CH:37][C:20]([C:21]([NH:23][C@H:24]([C:32]([O:34][CH2:35][CH3:36])=[O:33])[CH2:25][CH2:26][C:27]([O:29][CH2:30][CH3:31])=[O:28])=[O:22])=[CH:19][CH:18]=3)[CH:12]=[N:11][C:9]=2[N:10]=1)(=[O:3])[CH3:2].[H][H].F[C:44](F)(F)C(O)=O>[Pd]>[C:1]([NH:4][C:5]1[N:6]=[C:7]([OH:40])[C:8]2[CH2:14][CH:13]([CH2:15][CH:16]([C:17]3[CH:18]=[CH:19][C:20]([C:21]([NH:23][C@H:24]([C:32]([O:34][CH2:35][CH3:36])=[O:33])[CH2:25][CH2:26][C:27]([O:29][CH2:30][CH3:31])=[O:28])=[O:22])=[CH:37][CH:38]=3)[CH3:44])[CH2:12][NH:11][C:9]=2[N:10]=1)(=[O:3])[CH3:2]. Procedure details: A solution of 84.4 mg of diethyl N-(4-[2-(2-acetamido-4-hydroxypyrido[2,3-d]pyrimidin-6-yl)prop-1-enyl]benzoyl)-L-glutamate in 30 mL of trifluoroacetic acid was hydrogenated at 55 psi of hydrogen in the presence of 0.42 g of 5% Pd/C at room temperature for 24 hours. The catalyst was removed by filtration and the filtrate was evaporated under reduced pressure. The resulting residue was taken up in chloroform and was extracted with a saturated sodium bicarbonate solution. The organic layer was dri... The reactants are CCc1nc(N)nc(N)c1-c1ccc(Cl)c([N+](=O)[O-])c1, NCc1ccccc1. Yields the product CCc1nc(N)nc(N)c1-c1ccc(NCc2ccccc2)c([N+](=O)[O-])c1. Reaction SMILES: [NH2:1][c:2]1[n:3][c:4]([CH2:19][CH3:20])[c:5](-[c:9]2[cH:10][c:11]([N+:16](=[O:17])[O-:18])[c:12]([Cl:15])[cH:13][cH:14]2)[c:6]([NH2:8])[n:7]1.[NH2:21][CH2:22][c:23]1[cH:24][cH:25][cH:26][cH:27][cH:28]1>>[NH2:1][c:2]1[n:3][c:4]([CH2:19][CH3:20])[c:5](-[c:9]2[cH:10][c:11]([N+:16](=[O:17])[O-:18])[c:12]([NH:21][CH2:22][c:23]3[cH:24][cH:25][cH:26][cH:27][cH:28]3)[cH:13][cH:14]2)[c:6]([NH2:8])[n:7]1. Reactants: BrC1=CN=C2N1C=CC(=N2)C(C)(O[Si](CC)(CC)CC)C (3-Bromo-7-(1-methyl-1-triethylsilanyloxyethyl)imidazo[1,2-α]pyrimidine), IC1=NC=CC(=N1)I (2,4-diiodopyrimidine). Product: IC1=NC=CC(=N1)C1=CN=C2N1C=CC(=N2)C(C)(O[Si](CC)(CC)CC)C (3-(2-iodopyrimidin-4-yl)-7-(1-methyl-1-triethylsilanyloxyethyl)imidazo[1,2-α]pyrimidine). Yield: 74.3%. Reaction SMILES: Br[C:2]1[N:6]2[CH:7]=[CH:8][C:9]([C:11]([CH3:21])([O:13][Si:14]([CH2:19][CH3:20])([CH2:17][CH3:18])[CH2:15][CH3:16])[CH3:12])=[N:10][C:5]2=[N:4][CH:3]=1.[I:22][C:23]1[N:28]=[C:27](I)[CH:26]=[CH:25][N:24]=1>>[I:22][C:23]1[N:28]=[C:27]([C:2]2[N:6]3[CH:7]=[CH:8][C:9]([C:11]([CH3:21])([O:13][Si:14]([CH2:19][CH3:20])([CH2:17][CH3:18])[CH2:15][CH3:16])[CH3:12])=[N:10][C:5]3=[N:4][CH:3]=2)[CH:26]=[CH:25][N:24]=1. Reported procedure: 3-Bromo-7-(1-methyl-1-triethylsilanyloxyethyl)imidazo[1,2-α]pyrimidine (5.0 g, 13.5 mmol) and 2,4-diiodopyrimidine (prepared according to Leprete et al. in Tetrahedron, 2000, 56, 265-273) (5.6 g, 16.9 mmol) were reacted together as described in Example 39, Step 1. Purification by column chromatography on silica using 2.5% MeOH/CH2Cl2 gave 3-(2-iodopyrimidin-4-yl)-7-(1-methyl-1-triethylsilanyloxyethyl)imidazo[1,2-α]pyrimidine (4.97 g, 74%): 1H NMR (400 MHz, CDCl3) δ 9.95 (1H, d, J 7.3), 8.47 (1H,... Reactants: C(=O)(OC)C1=C2C=3C(CCCC3NC2=CC=C1)=O (5-carbomethoxy-1,2-dihydro-9H-carbazol-4(3H)-one), FC(OC=1C=C(CBr)C=CC1)(F)F (3-trifluoromethoxybenzyl bromide), C([O-])([O-])=O.[K+].[K+] (potassium carbonate). Solvent: CN(C)C=O (DMF), C(C)(=O)OCC (ethyl acetate). Run at time 17 hour. Product: FC(OC=1C=C(C=CC1)CN1C2=CC=CC(=C2C=2C(CCCC12)=O)C(=O)OC)(F)F (9-[(3-trifluoromethoxyphenyl)methyl]-5-carbomethoxy-1,2-dihydrocarbazol-4(3H)-one). Yield: 99.7%. Reaction SMILES: [C:1]([C:5]1[CH:17]=[CH:16][CH:15]=[C:14]2[C:6]=1[C:7]1[C:8](=[O:18])[CH2:9][CH2:10][CH2:11][C:12]=1[NH:13]2)([O:3][CH3:4])=[O:2].[F:19][C:20]([F:31])([F:30])[O:21][C:22]1[CH:23]=[C:24]([CH:27]=[CH:28][CH:29]=1)[CH2:25]Br.C(=O)([O-])[O-].[K+].[K+]>CN(C=O)C.C(OCC)(=O)C>[F:19][C:20]([F:30])([F:31])[O:21][C:22]1[CH:23]=[C:24]([CH2:25][N:13]2[C:12]3[CH2:11][CH2:10][CH2:9][C:8](=[O:18])[C:7]=3[C:6]3[C:14]2=[CH:15][CH:16]=[CH:17][C:5]=3[C:1]([O:3][CH3:4])=[O:2])[CH:27]=[CH:28][CH:29]=1 |f:2.3.4|. Procedure details: A suspension of 5-carbomethoxy-1,2-dihydro-9H-carbazol-4(3H)-one (935 mg, 3.85 mM), 3-trifluoromethoxybenzyl bromide (1.0 g, 3.93 mM), and potassium carbonate (531 mg, 3.85 mM) in 20 mL DMF was stirred at room temperature for 17 hours. The mixture was diluted with ethyl acetate, washed with H2O and saturated brine, dried over anhydrous magnesium sulfate, filtered, concentrated to afford 1.6 g (100%) of the 9-[(3-trifluoromethoxyphenyl)methyl]-5-carbomethoxy-1,2-dihydrocarbazol-4(3H)-one as a foa... Product: OC1=CC=C(C=C1)NCCCCCCC#N (7-[(4-hydroxyphenyl)amino]heptanenitrile). Yield: 53.0%. Procedure details: A solution of 58.6 g (0.19 mol) of 4-[(6-bromohexyl)amino]phenol from part b in about 400 mL of DMF was added dropwise to a slurry of 46.6 g (0.95 mol) of sodium cyanide in 370 mL of DMF in a 2 L flask at 70° C. over the course of two hours. Heating was continued for two hours. After cooling, the reaction was filtered and diluted with about 2 L of water and extracted twice with ethyl acetate. The ethyl acetate extracts were combined, washed three times with saturated sodium chloride solution, an... The reactants are BrCCCCCCNC1=CC=C(C=C1)O (4-[(6-bromohexyl)amino]phenol), [C-]#N.[Na+] (sodium cyanide). Conditions: time 2 hour. The solvent is CN(C)C=O (DMF), CN(C)C=O (DMF). Reaction SMILES: Br[CH2:2][CH2:3][CH2:4][CH2:5][CH2:6][CH2:7][NH:8][C:9]1[CH:14]=[CH:13][C:12]([OH:15])=[CH:11][CH:10]=1.[C-:16]#[N:17].[Na+]>CN(C=O)C>[OH:15][C:12]1[CH:13]=[CH:14][C:9]([NH:8][CH2:7][CH2:6][CH2:5][CH2:4][CH2:3][CH2:2][C:16]#[N:17])=[CH:10][CH:11]=1 |f:1.2|.